Dataset: the Open Reaction Database (ORD), a public repository of structured organic reaction records. Task: describe an organic reaction: reactants, conditions, products, and yield Starting materials: C(C)(C)[Mg]Cl (i-PrMgCl), C1(CCCC2=CC=CC=C12)=O (3,4-dihydro-1(2H)-naphthalenone), LaCl3. Conditions: time 5 minute. Yields the product C(C)(C)C1(CCCC2=CC=CC=C12)O (1-isopropyl-1,2,3,4-tetrahydro-naphthalen-1-ol), oil. Isolated yield 95.0%. RXN SMILES: [CH:1]([Mg]Cl)([CH3:3])[CH3:2].[C:6]1(=[O:16])[C:15]2[C:10](=[CH:11][CH:12]=[CH:13][CH:14]=2)[CH2:9][CH2:8][CH2:7]1>>[CH:1]([C:6]1([OH:16])[C:15]2[C:10](=[CH:11][CH:12]=[CH:13][CH:14]=2)[CH2:9][CH2:8][CH2:7]1)([CH3:3])[CH3:2]. Procedure: According to Example 2, i-PrMgCl (1.10 mL; 1.10 mmol; 1.10 equiv) was reacted with 3,4-dihydro-1(2H)-naphthalenone (146 mg; 1.00 mmol) in the presence of LaCl3.2LiCl (0.33 M; 3.00 mL, 1.00 mmol, 1.00 equiv), the conversion was complete after 5 min (GC monitoring). After workup and careful evaporation of the solvents under reduced pressure, the desired product was obtained as colorless oil (180 mg, 95%). The analytical data were found to be in accordance with the literature data. Starting materials: [N+](=O)([O-])C1=CC=C(CC2N(N(CCN(CCN(CCN(CCN(C2)CC(=O)OC(C)(C)C)CC(=O)OC(C)(C)C)CC(=O)OC(C)(C)C)CC(=O)OC(C)(C)C)CC(=O)OC(C)(C)C)CC(=O)OC(C)(C)C)C=C1 (hexa-tert-butyl 2-(4-nitrobenzyl)-1,4,7,10,13,16-hexaazacyclohexadecane-1,4,7,10,13,16-hexaacetate), Cl (HCl). Yields the product [N+](=O)([O-])C1=CC=C(CC2N(N(CCN(CCN(CCN(CCN(C2)CC(=O)O)CC(=O)O)CC(=O)O)CC(=O)O)CC(=O)O)CC(=O)O)C=C1 (2-(4-nitro-benzyl)-1,4,7,10,13,16-hexaazacyclohexadecane-1,4,7,10,13,16-hexaacetic acid). Isolated yield 93.4%. As a reaction SMILES: [N+:1]([C:4]1[CH:74]=[CH:73][C:7]([CH2:8][CH:9]2[CH2:24][N:23]([CH2:25][C:26]([O:28]C(C)(C)C)=[O:27])[CH2:22][CH2:21][N:20]([CH2:33][C:34]([O:36]C(C)(C)C)=[O:35])[CH2:19][CH2:18][N:17]([CH2:41][C:42]([O:44]C(C)(C)C)=[O:43])[CH2:16][CH2:15][N:14]([CH2:49][C:50]([O:52]C(C)(C)C)=[O:51])[CH2:13][CH2:12][N:11]([CH2:57][C:58]([O:60]C(C)(C)C)=[O:59])[N:10]2[CH2:65][C:66]([O:68]C(C)(C)C)=[O:67])=[CH:6][CH:5]=1)([O-:3])=[O:2].Cl>>[N+:1]([C:4]1[CH:74]=[CH:73][C:7]([CH2:8][CH:9]2[CH2:24][N:23]([CH2:25][C:26]([OH:28])=[O:27])[CH2:22][CH2:21][N:20]([CH2:33][C:34]([OH:36])=[O:35])[CH2:19][CH2:18][N:17]([CH2:41][C:42]([OH:44])=[O:43])[CH2:16][CH2:15][N:14]([CH2:49][C:50]([OH:52])=[O:51])[CH2:13][CH2:12][N:11]([CH2:57][C:58]([OH:60])=[O:59])[N:10]2[CH2:65][C:66]([OH:68])=[O:67])=[CH:6][CH:5]=1)([O-:3])=[O:2]. Procedure details: To a 10 ml round-bottomed flask hexa-tert-butyl 2-(4-nitrobenzyl)-1,4,7,10,13,16-hexaazacyclohexadecane-1,4,7,10,13,16-hexaacetate (166 mg, 0.15 mmol) was combined with conc. HCl (5 ml) and heated at reflux for 6 hr. The HCl (aq) was removed by rotary evaporation and the residue was taken up in water (1–2 ml) and was lyophilized to give hexa-acid as a pale yellow solid (100 mg, 70%). As a reaction SMILES: [CH3:1][NH:2][C:3](=[O:4])[c:5]1[cH:6][c:7]2[cH:8][cH:9][nH:10][c:11]2[cH:12][cH:13]1.[F:14][c:15]1[cH:16][cH:17][c:18]([N+:21](=[O:22])[O-:23])[cH:19][cH:20]1>>[CH3:1][NH:2][C:3](=[O:4])[c:5]1[cH:6][c:7]2[cH:8][cH:9][n:10](-[c:15]3[cH:16][cH:17][c:18]([N+:21](=[O:22])[O-:23])[cH:19][cH:20]3)[c:11]2[cH:12][cH:13]1. Yields the product CNC(=O)c1ccc2c(ccn2-c2ccc([N+](=O)[O-])cc2)c1. Reactants: CNC(=O)c1ccc2[nH]ccc2c1, O=[N+]([O-])c1ccc(F)cc1. Starting materials: C(=O)(OC)C1=C(C(=NC(=C1)OC)OC)NC(OC(C)(C)C)=O (tert-butyl N-(4-carbomethoxy-2,6-dimethoxy-3-pyridyl)carbamate), C(=O)(O)[O-].[Na+] (NaHCO3), O.C1(=CC=C(C=C1)S(=O)(=O)O)C (p-Toluene sulfonic acid hydrate), O (H2O). Solvent: C1(=CC=CC=C1)C (toluene), C1(=CC=CC=C1)C (toluene). The product is NC1=C(C(=O)OC)C=C(N=C1OC)OC (methyl 3-amino-2,6-dimethoxyisonicotinate). Isolated yield 97.0%. RXN SMILES: O.C1(C)C=CC(S(O)(=O)=O)=CC=1.O.[C:14]([C:18]1[CH:23]=[C:22]([O:24][CH3:25])[N:21]=[C:20]([O:26][CH3:27])[C:19]=1[NH:28]C(=O)OC(C)(C)C)([O:16][CH3:17])=[O:15].C([O-])(O)=O.[Na+]>C1(C)C=CC=CC=1>[NH2:28][C:19]1[C:20]([O:26][CH3:27])=[N:21][C:22]([O:24][CH3:25])=[CH:23][C:18]=1[C:14]([O:16][CH3:17])=[O:15] |f:0.1,4.5|. Procedure details: p-Toluene sulfonic acid hydrate (0.282 g, 1.48 mmol) was dissolved in toluene (11 mL) and heated to reflux overnight with azeotropic removable of H2O (Dean-Stark trap). The next day, the reaction was cooled to room temperature and the product of Example 28, dissolved in toluene (4 mL), was added. The reaction was heated back to reflux for 0.5 hours. The reaction was cooled to room temperature and poured into NaHCO3 (sat) and extracted 3 times with ether. The organics were combined, washed with b... Reactants: BrC=1C(=NC(=CC1C)C)CBr (3-bromo-2-(bromomethyl)-4,6-dimethylpyridine), CCCC[N+](CCCC)(CCCC)CCCC.[F-] (TBAF). Conditions: time 2 hour. Yields the product BrC=1C(=NC(=CC1C)C)CF (3-bromo-2-(fluoromethyl)-4,6-dimethylpyridine). RXN SMILES: [Br:1][C:2]1[C:3]([CH2:10]Br)=[N:4][C:5]([CH3:9])=[CH:6][C:7]=1[CH3:8].CCCC[N+](CCCC)(CCCC)CCCC.[F-:29]>>[Br:1][C:2]1[C:3]([CH2:10][F:29])=[N:4][C:5]([CH3:9])=[CH:6][C:7]=1[CH3:8] |f:1.2|. Procedure: A mixture of 3-bromo-2-(bromomethyl)-4,6-dimethylpyridine (1.00 g) and TBAF (17.9 mL, 1 M solution in THF) was stirred at room temperature for two hours. The reaction mixture was concentrated under reduced pressure, and the residue was purified by silica gel column chromatography (ethyl acetate/n-heptane, 0% to 30%) to give the title compound (651 mg). Reactants: NC([C@@H](CC1=CC=C(C=C1)I)NC(OC(C)(C)C)=O)=O ((R)-tert-butyl 1-amino-3-(4-iodophenyl)-1-oxopropan-2-ylcarbamate), N1C=NC=C1 (imidazole), OC=1C=CC=C2C=CC=NC12 (8-hydroxyquinoline), C(=O)([O-])[O-].[K+].[K+] (K2CO3). The reagents and catalysts are [Cu]I (CuI). The solvent is CS(=O)C (DMSO). Run at time 18 hour. Yields the product N1(C=NC=C1)C1=CC=C(C=C1)C[C@H](C(=O)N)NC(OC(C)(C)C)=O ((R)-tert-butyl 3-(4-(1H-imidazol-1-yl)phenyl)-1-amino-1-oxopropan-2-ylcarbamate). The yield is 79.8%. Reaction SMILES: [NH2:1][C:2](=[O:20])[C@H:3]([NH:12][C:13](=[O:19])[O:14][C:15]([CH3:18])([CH3:17])[CH3:16])[CH2:4][C:5]1[CH:10]=[CH:9][C:8](I)=[CH:7][CH:6]=1.[NH:21]1[CH:25]=[CH:24][N:23]=[CH:22]1.OC1C=CC=C2C=1N=CC=C2.C([O-])([O-])=O.[K+].[K+]>CS(C)=O.[Cu]I>[N:21]1([C:8]2[CH:9]=[CH:10][C:5]([CH2:4][C@@H:3]([NH:12][C:13](=[O:19])[O:14][C:15]([CH3:18])([CH3:17])[CH3:16])[C:2]([NH2:1])=[O:20])=[CH:6][CH:7]=2)[CH:25]=[CH:24][N:23]=[CH:22]1 |f:3.4.5|. Reported procedure: A mixture of (R)-tert-butyl 1-amino-3-(4-iodophenyl)-1-oxopropan-2-ylcarbamate (370 mg, 0.948 mmol), imidazole (85 mg, 1.25 mmol), 8-hydroxyquinoline (30 mg, 0.206 mmol), K2CO3 (150 mg, 1.08 mmol) and CuI (20 mg, 0.105 mmol) in DMSO (4 mL) was degassed with argon, then was stirred at 130 C for 18 h. The mixture was purified by HPLC to give (R)-tert-butyl 3-(4-(1H-imidazol-1-yl)phenyl)-1-amino-1-oxopropan-2-ylcarbamate (250 mg). Reactants: FC1=C2C(=C(C(=NC2=CC(=C1)F)N1CCNCC1)C)NC=1C=NC=C(C1)N1CCOCC1 (5,7-difluoro-3-methyl-N-(5-morpholinopyridin-3-yl)-2-(piperazin-1-yl)quinolin-4-amine), C(C)(C)N=C=O (isopropylisocyanate). Product: FC1=C2C(=C(C(=NC2=CC(=C1)F)N1CCN(CC1)C(=O)NC(C)C)C)NC=1C=NC=C(C1)N1CCOCC1 (4-(5,7-difluoro-3-methyl-4-(5-morpholinopyridin-3-ylamino)quinolin-2-yl)-N-isopropylpiperazine-1-carboxamide). As a reaction SMILES: [F:1][C:2]1[CH:11]=[C:10]([F:12])[CH:9]=[C:8]2[C:3]=1[C:4]([NH:20][C:21]1[CH:22]=[N:23][CH:24]=[C:25]([N:27]3[CH2:32][CH2:31][O:30][CH2:29][CH2:28]3)[CH:26]=1)=[C:5]([CH3:19])[C:6]([N:13]1[CH2:18][CH2:17][NH:16][CH2:15][CH2:14]1)=[N:7]2.[CH:33]([N:36]=[C:37]=[O:38])([CH3:35])[CH3:34]>>[F:1][C:2]1[CH:11]=[C:10]([F:12])[CH:9]=[C:8]2[C:3]=1[C:4]([NH:20][C:21]1[CH:22]=[N:23][CH:24]=[C:25]([N:27]3[CH2:32][CH2:31][O:30][CH2:29][CH2:28]3)[CH:26]=1)=[C:5]([CH3:19])[C:6]([N:13]1[CH2:14][CH2:15][N:16]([C:37]([NH:36][CH:33]([CH3:35])[CH3:34])=[O:38])[CH2:17][CH2:18]1)=[N:7]2. Procedure details: Prepared according to Procedure P using 5,7-difluoro-3-methyl-N-(5-morpholinopyridin-3-yl)-2-(piperazin-1-yl)quinolin-4-amine (50.0 mg, 0.11 mmol) and isopropylisocyanate to give 4-(5,7-difluoro-3-methyl-4-(5-morpholinopyridin-3-ylamino)quinolin-2-yl)-N-isopropylpiperazine-1-carboxamide. 1H NMR (DMSO-d6) δ ppm 1.07 (d, J=6.8 Hz, 6H), 2.08 (br s, 3H), 3.04-3.06 (m, 4H), 3.24 (br s, 4H), 3.46-3.50 (m, 4H), 3.68-3.70 (m, 4H), 3.78 (m, 1H), 6.26 (d, J=7.6 Hz, 1H), 6.49 (br s, 1H), 7.12-7.18 (m, 1H),... Starting materials: N1CCC2(CC1)CSC1=C(O2)C2=CC=CC=C2C(C1=O)=O (spiro[naphtho[1,2-b][1,4]oxathiine-2,4′-piperidine]-5,6-dione), C(CCC)C1OC1 (2-butyloxirane). The product is OC(CN1CCC2(CC1)CSC1=C(O2)C2=CC=CC=C2C(C1=O)=O)CCCC (1′-(2-hydroxyhexyl)spiro[naphtho[1,2-b][1,4]oxathiine-2,4′-piperidine]-5,6-dione). RXN SMILES: [NH:1]1[CH2:6][CH2:5][C:4]2([O:11][C:10]3[C:12]4[C:17]([C:18](=[O:21])[C:19](=[O:20])[C:9]=3[S:8][CH2:7]2)=[CH:16][CH:15]=[CH:14][CH:13]=4)[CH2:3][CH2:2]1.[CH2:22]([CH:26]1[CH2:28][O:27]1)[CH2:23][CH2:24][CH3:25]>>[OH:27][CH:26]([CH2:22][CH2:23][CH2:24][CH3:25])[CH2:28][N:1]1[CH2:2][CH2:3][C:4]2([O:11][C:10]3[C:12]4[C:17]([C:18](=[O:21])[C:19](=[O:20])[C:9]=3[S:8][CH2:7]2)=[CH:16][CH:15]=[CH:14][CH:13]=4)[CH2:5][CH2:6]1. Reported procedure: Compound 162 was synthesized using spiro[naphtho[1,2-b][1,4]oxathiine-2,4′-piperidine]-5,6-dione, 2-butyloxirane and conditions outlined in procedure X. M.p.=160-163° C.; 400 MHz 1H NMR (CDCl3) δ: 8.05 (d, 1H), 7.75 (d, 1H), 7.65 (t, 1H), 7.5 (t, 1H), 3.7 (m, 1H), 2.95 (m, 3H), 2.8-2.7 (m, 2H), 2.5-2.35 (m, 3H), 2.15 (d, 2H), 1.95-1.8 (m, 2H), 1.5-1.3 (m, 6H), 0.9 (t, 3H); LCMS: 402 [M+H]. Reactants: C1CCNCC1, CN(C)C=O, O=[N+]([O-])c1cc(C(F)(F)F)ccc1Cl, O. Yields the product O=[N+]([O-])c1cc(C(F)(F)F)ccc1N1CCCCC1. RXN SMILES: [CH2:1]1[CH2:2][CH2:3][NH:4][CH2:5][CH2:6]1.[CH3:7][N:8]([CH3:9])[CH:10]=[O:11].[Cl:12][c:13]1[c:14]([N+:23](=[O:24])[O-:25])[cH:15][c:16]([C:19]([F:20])([F:21])[F:22])[cH:17][cH:18]1.[OH2:26]>>[CH2:1]1[CH2:2][CH2:3][N:4]([c:13]2[c:14]([N+:23](=[O:24])[O-:25])[cH:15][c:16]([C:19]([F:20])([F:21])[F:22])[cH:17][cH:18]2)[CH2:5][CH2:6]1.